This data is from the Open Reaction Database (ORD), a public repository of structured organic reaction records. The task is: describe an organic reaction: reactants, conditions, products, and yield Run at temperature 160 celsius. Yields the product N[C@@](C(=O)O)(C)C1=CC=CC=C1 ((+)-(2S)-2-amino-2-phenylpropionic acid). Run in C(C)(=O)OCC (ethyl acetate). Reactants: C[C@@]1(C(NC(N1)=O)=O)C1=CC=CC=C1 ((+)-(5S)-5-methyl-5-phenylhydantoin), O (water), N (ammonia). RXN SMILES: [CH3:1][C@@:2]1([C:9]2[CH:14]=[CH:13][CH:12]=[CH:11][CH:10]=2)[NH:6]C(=O)N[C:3]1=[O:8].[OH2:15].N>C(OCC)(=O)C>[NH2:6][C@:2]([C:9]1[CH:14]=[CH:13][CH:12]=[CH:11][CH:10]=1)([CH3:1])[C:3]([OH:15])=[O:8]. Reported procedure: 22 g (0.115 mol) of (+)-(5S)-5-methyl-5-phenylhydantoin, 100 ml of water and 100 ml of 28% aqueous ammonia are introduced successively into a 1 liter autoclave. The medium is heated at 160° C. for 15 hours. After cooling to room temperature, the solution is concentrated under reduced pressure. The white solid obtained is treated with 100 ml of ethyl acetate for 2 hours and then filtered and dried under vacuum at 80° C. The reactants are C(C)(C)(C)OC(=O)N1[C@@H](CN(CC1)CC(=O)N1CCC2=CC=C(C=C12)[N+](=O)[O-])C ((R)-2-Methyl-4-[2-(6-nitro-2,3-dihydro-indol-1-yl)-2-oxo-ethyl]-piperazine-1-carboxylic acid tert-butyl ester). Reaction SMILES: [C:1]([O:5][C:6]([N:8]1[CH2:13][CH2:12][N:11]([CH2:14][C:15]([N:17]2[C:25]3[C:20](=[CH:21][CH:22]=[C:23]([N+:26]([O-])=O)[CH:24]=3)[CH2:19][CH2:18]2)=[O:16])[CH2:10][C@H:9]1[CH3:29])=[O:7])([CH3:4])([CH3:3])[CH3:2]>[Pd].CO>[C:1]([O:5][C:6]([N:8]1[CH2:13][CH2:12][N:11]([CH2:14][C:15]([N:17]2[C:25]3[C:20](=[CH:21][CH:22]=[C:23]([NH2:26])[CH:24]=3)[CH2:19][CH2:18]2)=[O:16])[CH2:10][C@H:9]1[CH3:29])=[O:7])([CH3:4])([CH3:2])[CH3:3]. The yield is 100.1%. Reagents/catalysts: [Pd] (Pd/C). Solvent: CO (MeOH). Reported procedure: (R)-2-Methyl-4-[2-(6-nitro-2,3-dihydro-indol-1-yl)-2-oxo-ethyl]-piperazine-1-carboxylic acid tert-butyl ester (390 mg, 0.96 mmol) and 10% Pd/C (0.102 mg, 0.10 mmol) were mixed with MeOH (9.6 mL). The reaction was hydrogenated at ˜1 bar for 30 min at ambient temperature then filtered under vacuum and concentrated, to give the title compound (360 mg, 100%) as an off white glass. 1H NMR (Me-d3-OD): 7.64 (1H, d), 6.97 (1H, d), 6.47 (1H, dd), 4.32-4.17 (3H, m), 3.82 (1H, d), 3.28 (2H, s), 3.24-3.14 (... Yields the product C(C)(C)(C)OC(=O)N1[C@@H](CN(CC1)CC(=O)N1CCC2=CC=C(C=C12)N)C ((R)-4-[2-(6-Amino-2,3-dihydro-indol-1-yl)-2-oxo-ethyl]-2-methyl-piperazine-1-carboxylic acid tert-butyl ester). Run at time 30 minute. Run in C1(=CC=CC=C1)C (toluene). Reaction SMILES: Br[C:2]1[CH:3]=[CH:4][C:5]2[O:9][C:8]([C:10]([O:12][CH3:13])=[O:11])=[C:7]([CH3:14])[C:6]=2[CH:15]=1.[CH3:16][O:17][CH2:18][CH2:19][NH:20][CH3:21].C(=O)([O-])[O-].[Cs+].[Cs+].CC1(C)C2C=CC=C(P(C3C=CC=CC=3)C3C=CC=CC=3)C=2OC2C1=CC=CC=2P(C1C=CC=CC=1)C1C=CC=CC=1>C1(C)C=CC=CC=1.C1C=CC(/C=C/C(/C=C/C2C=CC=CC=2)=O)=CC=1.C1C=CC(/C=C/C(/C=C/C2C=CC=CC=2)=O)=CC=1.C1C=CC(/C=C/C(/C=C/C2C=CC=CC=2)=O)=CC=1.[Pd].[Pd]>[CH3:16][O:17][CH2:18][CH2:19][N:20]([CH3:21])[C:2]1[CH:3]=[CH:4][C:5]2[O:9][C:8]([C:10]([O:12][CH3:13])=[O:11])=[C:7]([CH3:14])[C:6]=2[CH:15]=1 |f:2.3.4,7.8.9.10.11|. Procedure: To a solution (50 mL) of methyl 5-bromo-3-methyl-1-benzofuran-2-carboxylate (2.7 g) synthesized in Example A186(1) in toluene were added 2-methoxy-N-methylethanamine (2.7 g), cesium carbonate (9.8 g), tris(dibenzylideneacetone)dipalladium (0) (0.69 g) and 9,9-dimethyl-4,5-bis(diphenylphosphino)xanthene (0.87 g), and the mixture was heated under reflux under argon atmosphere for 6 hr. The reaction mixture was cooled to room temperature, and filtered through celite, water was added to the filtrate... Starting materials: COCCNC (2-methoxy-N-methylethanamine), C([O-])([O-])=O.[Cs+].[Cs+] (cesium carbonate), CC1(C2=CC=CC(=C2OC=2C(=CC=CC12)P(C1=CC=CC=C1)C1=CC=CC=C1)P(C1=CC=CC=C1)C1=CC=CC=C1)C (9,9-dimethyl-4,5-bis(diphenylphosphino)xanthene), BrC=1C=CC2=C(C(=C(O2)C(=O)OC)C)C1 (methyl 5-bromo-3-methyl-1-benzofuran-2-carboxylate). Reagents/catalysts: C=1C=CC(=CC1)/C=C/C(=O)/C=C/C2=CC=CC=C2.C=1C=CC(=CC1)/C=C/C(=O)/C=C/C2=CC=CC=C2.C=1C=CC(=CC1)/C=C/C(=O)/C=C/C2=CC=CC=C2.[Pd].[Pd] (tris(dibenzylideneacetone)dipalladium). Yields the product COCCN(C=1C=CC2=C(C(=C(O2)C(=O)OC)C)C1)C (methyl 5-[(2-methoxyethyl)(methyl)amino]-3-methyl-1-benzofuran-2-carboxylate). Reactants: C, CCOC(C)=O, CC(C)Oc1cc([N+](=O)[O-])c(F)cc1Br, [H][H], [Pd]. Yields the product CC(C)Oc1cc(N)c(F)cc1Br. Reaction SMILES: [C:24].[CH3:18][CH2:19][O:20][C:21](=[O:22])[CH3:23].[CH:1]([CH3:2])([CH3:3])[O:4][c:5]1[c:6]([Br:15])[cH:7][c:8]([F:14])[c:9]([N+:11]([O-:12])=[O:13])[cH:10]1.[H:16][H:17].[Pd:25]>>[CH:1]([CH3:2])([CH3:3])[O:4][c:5]1[c:6]([Br:15])[cH:7][c:8]([F:14])[c:9]([NH2:11])[cH:10]1.